This data is from the Open Reaction Database (ORD), a public repository of structured organic reaction records. The task is: describe an organic reaction: reactants, conditions, products, and yield The reactants are CC(C)(C)OC(=O)N1C(CN)CC2CC21, O=C(O)c1cccc2occc12. The product is CC(C)(C)OC(=O)N1C(CNC(=O)c2cccc3occc23)CC2CC21. Reaction SMILES: [C:1]([CH3:2])([CH3:3])([CH3:4])[O:5][C:6](=[O:7])[N:8]1[CH:9]2[CH2:10][CH:11]2[CH2:12][CH:13]1[CH2:14][NH2:15].[o:16]1[cH:17][cH:18][c:19]2[c:20]1[cH:21][cH:22][cH:23][c:24]2[C:25](=[O:26])[OH:27]>>[C:1]([CH3:2])([CH3:3])([CH3:4])[O:5][C:6](=[O:7])[N:8]1[CH:9]2[CH2:10][CH:11]2[CH2:12][CH:13]1[CH2:14][NH:15][C:25]([c:24]1[c:19]2[cH:18][cH:17][o:16][c:20]2[cH:21][cH:22][cH:23]1)=[O:26]. Starting materials: OCc1ccc(Br)cc1, O=[N+]([O-])c1cc(Cl)cc([N+](=O)[O-])c1, Cl, [K+], [K+], O=C([O-])[O-], CN(C)C=O, O. The product is O=[N+]([O-])c1cc(Cl)cc(OCc2ccc(Br)cc2)c1. Reaction SMILES: [Br:14][c:15]1[cH:16][cH:17][c:18]([CH2:19][OH:20])[cH:21][cH:22]1.[Cl:1][c:2]1[cH:3][c:4]([N+:11](=[O:12])[O-:13])[cH:5][c:6]([N+:8]([O-:9])=[O:10])[cH:7]1.[ClH:29].[K+:23].[K+:24].[O-:25][C:26]([O-:27])=[O:28].[O:30]=[CH:31][N:32]([CH3:33])[CH3:34].[OH2:35]>>[Cl:1][c:2]1[cH:3][c:4]([N+:11](=[O:12])[O-:13])[cH:5][c:6]([O:20][CH2:19][c:18]2[cH:17][cH:16][c:15]([Br:14])[cH:22][cH:21]2)[cH:7]1. The reactants are Intermediate I, ClC1=C(C(=CC(=C1)Cl)C)CN ((2,4-dichloro-6-methylphenyl)methanamine), BrC=1C=CC=2N(C1)C=C(N2)C(=O)OCC (ethyl 6-bromoimidazo[1,2-a]pyridine-2-carboxylate). Product: BrC=1C=CC=2N(C1)C=C(N2)C(=O)NCC2=C(C=C(C=C2C)Cl)Cl (6-Bromo-N-(2,4-dichloro-6-methylbenzyl)imidazo[1,2-a]pyridine-2-carboxamide). As a reaction SMILES: [Cl:1][C:2]1[CH:7]=[C:6]([Cl:8])[CH:5]=[C:4]([CH3:9])[C:3]=1[CH2:10][NH2:11].[Br:12][C:13]1[CH:14]=[CH:15][C:16]2[N:17]([CH:19]=[C:20]([C:22](OCC)=[O:23])[N:21]=2)[CH:18]=1>>[Br:12][C:13]1[CH:14]=[CH:15][C:16]2[N:17]([CH:19]=[C:20]([C:22]([NH:11][CH2:10][C:3]3[C:4]([CH3:9])=[CH:5][C:6]([Cl:8])=[CH:7][C:2]=3[Cl:1])=[O:23])[N:21]=2)[CH:18]=1. Reported procedure: The title compound was prepared by using procedures analogous to those described for the synthesis of Intermediate I, using (2,4-dichloro-6-methylphenyl)methanamine and ethyl 6-bromoimidazo[1,2-a]pyridine-2-carboxylate as starting materials. Starting materials: C[Si](OC1(CCC2(OCCO2)CC1)C(F)(F)F)(C)C (Trimethyl {[8-(trifluoromethyl)-1,4-dioxaspiro[4.5]dec-8-yl]oxy}silane), O (water). The solvent is [F-].C(CCC)[N+](CCCC)(CCCC)CCCC (tetrabutylammonium fluoride), O1CCCC1 (tetrahydrofuran). Conditions: time 3 hour. Yields the product FC(C1(CCC2(OCCO2)CC1)O)(F)F (8-(Trifluoromethyl)-1,4-dioxaspiro[4.5]decan-8-ol). As a reaction SMILES: C[Si](C)(C)[O:3][C:4]1([C:14]([F:17])([F:16])[F:15])[CH2:13][CH2:12][C:7]2([O:11][CH2:10][CH2:9][O:8]2)[CH2:6][CH2:5]1.O>[F-].C([N+](CCCC)(CCCC)CCCC)CCC.O1CCCC1>[F:17][C:14]([F:15])([F:16])[C:4]1([OH:3])[CH2:5][CH2:6][C:7]2([O:8][CH2:9][CH2:10][O:11]2)[CH2:12][CH2:13]1 |f:2.3|. Procedure: At 0° C., 12.20 g (40.89 mmol) of trimethyl {[8-(trifluoromethyl)-1,4-dioxaspiro[4.5]dec-8-yl]oxy}silane (Example 5A) were dissolved in 164 ml of 1 molar tetrabutylammonium fluoride solution in tetrahydrofuran, and the mixture was stirred at room temperature for 3 hours. For work-up, about 600 ml of water were added to the reaction, and the target molecule was extracted with dichloromethane. The organic phase was washed repeatedly with water, dried over sodium sulphate and concentrated under red...